From a dataset of the Open Reaction Database (ORD), a public repository of structured organic reaction records. describe an organic reaction: reactants, conditions, products, and yield Reactants: Si-Thiol, IC=1C=C(C(=O)NC2=CC=C(C=C2)OC(F)(F)F)C=CC1C (3-Iodo-4-methyl-N-(4-(trifluoromethoxy)phenyl)benzamide), COC1=NC=C(C=N1)B(O)O (2-methoxypyrimidin-5-ylboronic acid), C(=O)([O-])[O-].[Na+].[Na+] (Na2CO3), O (water). The reagents and catalysts are Cl[Pd]([P](C1=CC=CC=C1)(C2=CC=CC=C2)C3=CC=CC=C3)([P](C4=CC=CC=C4)(C5=CC=CC=C5)C6=CC=CC=C6)Cl (Pd(PPh3)2Cl2). Run in COCCOC (DME), CCO (EtOH). Product: COC1=NC=C(C=N1)C=1C=C(C(=O)NC2=CC=C(C=C2)OC(F)(F)F)C=CC1C (3-(2-Methoxypyrimidin-5-yl)-4-methyl-N-(4-(trifluoromethoxy)phenyl)benzamide). As a reaction SMILES: I[C:2]1[CH:3]=[C:4]([CH:19]=[CH:20][C:21]=1[CH3:22])[C:5]([NH:7][C:8]1[CH:13]=[CH:12][C:11]([O:14][C:15]([F:18])([F:17])[F:16])=[CH:10][CH:9]=1)=[O:6].[CH3:23][O:24][C:25]1[N:30]=[CH:29][C:28](B(O)O)=[CH:27][N:26]=1.C([O-])([O-])=O.[Na+].[Na+].O>Cl[Pd](Cl)([P](C1C=CC=CC=1)(C1C=CC=CC=1)C1C=CC=CC=1)[P](C1C=CC=CC=1)(C1C=CC=CC=1)C1C=CC=CC=1.COCCOC.CCO>[CH3:23][O:24][C:25]1[N:30]=[CH:29][C:28]([C:2]2[CH:3]=[C:4]([CH:19]=[CH:20][C:21]=2[CH3:22])[C:5]([NH:7][C:8]2[CH:13]=[CH:12][C:11]([O:14][C:15]([F:18])([F:17])[F:16])=[CH:10][CH:9]=2)=[O:6])=[CH:27][N:26]=1 |f:2.3.4,^1:43,62|. Procedure: 3-Iodo-4-methyl-N-(4-(trifluoromethoxy)phenyl)benzamide (Stage 13.1, 84 mg, 0.2 mmol), 2-methoxypyrimidin-5-ylboronic acid (61.6 mg, 0.4 mmol), Na2CO3 (63.6 mg, 0.600 mmol), Pd(PPh3)2Cl2 (7.02 mg, 10.00 μmol), water (200 μL), EtOH (133 μL) and DME (1 mL) were added to a vial, which was sealed, evacuated/purged with argon and subjected to MW irradiation at 125° C. for 20 min The RM was diluted with THF (1 mL) and stirred with Si-Thiol (69.4 mg, 0.100 mmol) for a 2 h. The filtrate was evaporated t... Starting materials: CCO, C[Si](C)(C)CC[Si](C)(C)CCCOCC1CO1, NCCN1CCCC1. Yields the product C[Si](C)(C)CC[Si](C)(C)CCCOCC(O)CNCCN1CCCC1. As a reaction SMILES: [CH3:26][CH2:27][OH:28].[CH3:9][Si:10]([CH2:11][CH2:12][CH2:13][O:14][CH2:15][CH:16]1[O:17][CH2:18]1)([CH2:19][CH2:20][Si:21]([CH3:22])([CH3:23])[CH3:24])[CH3:25].[N:1]1([CH2:6][CH2:7][NH2:8])[CH2:2][CH2:3][CH2:4][CH2:5]1>>[N:1]1([CH2:6][CH2:7][NH:8][CH2:18][CH:16]([CH2:15][O:14][CH2:13][CH2:12][CH2:11][Si:10]([CH3:9])([CH2:19][CH2:20][Si:21]([CH3:22])([CH3:23])[CH3:24])[CH3:25])[OH:17])[CH2:2][CH2:3][CH2:4][CH2:5]1. The reactants are ClC1=CC(=CC=C1)C(=O)OO (m-Chloroperbenzoic acid), CC1=CC=CC(=N1)C1=NC(=CC=C1)C (6,6'-Dimethyl-2,2'-bipyridine), C=1C=CN=C(C1)C=2C=CC=CN2 (bipyridine). The solvent is C(Cl)(Cl)Cl (chloroform), C(Cl)(Cl)Cl (chloroform). Conditions: time 2 hour. The product is CC=1C=CC=C([N+]1[O-])C1=NC(=CC=C1)C (6,6'-Dimethyl-2,2'-bipyridine-N-oxide). Reaction SMILES: [CH3:1][C:2]1[N:7]=[C:6]([C:8]2[CH:13]=[CH:12][CH:11]=[C:10]([CH3:14])[N:9]=2)[CH:5]=[CH:4][CH:3]=1.ClC1C=CC=C(C(OO)=[O:23])C=1.C1C=CN=C(C2C=CC=CN=2)C=1>C(Cl)(Cl)Cl>[CH3:14][C:10]1[CH:11]=[CH:12][CH:13]=[C:8]([C:6]2[CH:5]=[CH:4][CH:3]=[C:2]([CH3:1])[N:7]=2)[N+:9]=1[O-:23]. Procedure: 6,6'-Dimethyl-2,2'-bipyridine (1.97 g, 0.0107 moles, Example 1) was dissolved in chloroform (10 ml). m-Chloroperbenzoic acid (1.85 g, 0.0107 moles) was dissolved in chloroform (40 ml), and added slowly to the bipyridine solution at 0°-5° C. After stirring for two hours at room temperature the solution was extracted twice with saturated sodium hydrogen carbonate solution and three times with water. The chloroform phase was dried and evaporated. The product was purified by flash chromatography. Reactants: BrC1=CN(C=2N=CN=C(C21)N2CCC(CC2)N(C(=O)C2=CC=NC=C2)C)S(=O)(=O)C2=CC=CC=C2 (N-{1-[5-bromo-7-(phenylsulfonyl)-7H-pyrrolo[2,3-d]pyrimidin-4-yl]-4-piperidinyl}-N-methyl-4-pyridinecarboxamide), O1CCCC1 (Tetrahydrofuran), C([O-])([O-])=O.[Cs+].[Cs+] (Cesium carbonate). Run in CO (Methanol). Conditions: time 30 minute. Product: BrC1=CNC=2N=CN=C(C21)N2CCC(CC2)N(C(=O)C2=CC=NC=C2)C (N-[1-(5-bromo-7H-pyrrolo[2,3-d]pyrimidin-4-yl)-4-piperidinyl]-N-methyl-4-pyridinecarboxamide). As a reaction SMILES: [Br:1][C:2]1[C:10]2[C:9]([N:11]3[CH2:16][CH2:15][CH:14]([N:17]([CH3:26])[C:18]([C:20]4[CH:25]=[CH:24][N:23]=[CH:22][CH:21]=4)=[O:19])[CH2:13][CH2:12]3)=[N:8][CH:7]=[N:6][C:5]=2[N:4](S(C2C=CC=CC=2)(=O)=O)[CH:3]=1.O1CCCC1.C(=O)([O-])[O-].[Cs+].[Cs+]>CO>[Br:1][C:2]1[C:10]2[C:9]([N:11]3[CH2:12][CH2:13][CH:14]([N:17]([CH3:26])[C:18]([C:20]4[CH:25]=[CH:24][N:23]=[CH:22][CH:21]=4)=[O:19])[CH2:15][CH2:16]3)=[N:8][CH:7]=[N:6][C:5]=2[NH:4][CH:3]=1 |f:2.3.4|. Procedure: N-{1-[5-bromo-7-(phenylsulfonyl)-7H-pyrrolo[2,3-d]pyrimidin-4-yl]-4-piperidinyl}-N-methyl-4-pyridinecarboxamide D26 (41 mg) was dissolved with Tetrahydrofuran (THF) (1 mL) and Methanol (0.500 mL). Cesium carbonate (72.2 mg, 0.221 mmol) was added. The mixture was stirred at room temperature for 30 min. The mixture was partitioned between ethyl acetate (15 mL) and water (5 mL). The aqueous layer was extracted with ethyl acetate (15 mL). The combined organic phase was filtered by a phase separator ... The reactants are CCCC(=O)Cl, Nc1ccc(C(=O)CCC(=O)O)cc1. Product: CCCC(=O)Nc1ccc(C(=O)CCC(=O)O)cc1. As a reaction SMILES: [C:1]([CH2:2][CH2:3][CH3:4])(=[O:5])[Cl:6].[NH2:7][c:8]1[cH:9][cH:10][c:11]([C:14]([CH2:15][CH2:16][C:17](=[O:18])[OH:19])=[O:20])[cH:12][cH:13]1>>[C:1]([CH2:2][CH2:3][CH3:4])(=[O:5])[NH:7][c:8]1[cH:9][cH:10][c:11]([C:14]([CH2:15][CH2:16][C:17](=[O:18])[OH:19])=[O:20])[cH:12][cH:13]1. Reactants: COC(=O)Cc1cc(Oc2ccc(C(F)(F)F)cc2CN2CCOC2=O)ccc1Br, OB(O)c1ccccc1. The product is COC(=O)Cc1cc(Oc2ccc(C(F)(F)F)cc2CN2CCOC2=O)ccc1-c1ccccc1. RXN SMILES: [CH3:1][O:2][C:3]([CH2:4][c:5]1[c:6]([Br:29])[cH:7][cH:8][c:9]([O:11][c:12]2[c:13]([CH2:22][N:23]3[C:24](=[O:28])[O:25][CH2:26][CH2:27]3)[cH:14][c:15]([C:18]([F:19])([F:20])[F:21])[cH:16][cH:17]2)[cH:10]1)=[O:30].[OH:31][B:32]([OH:33])[c:34]1[cH:35][cH:36][cH:37][cH:38][cH:39]1>>[CH3:1][O:2][C:3]([CH2:4][c:5]1[c:6](-[c:34]2[cH:35][cH:36][cH:37][cH:38][cH:39]2)[cH:7][cH:8][c:9]([O:11][c:12]2[c:13]([CH2:22][N:23]3[C:24](=[O:28])[O:25][CH2:26][CH2:27]3)[cH:14][c:15]([C:18]([F:19])([F:20])[F:21])[cH:16][cH:17]2)[cH:10]1)=[O:30]. Procedure details: The title compound was prepared in the same manner as described for example 39 from 1-(1-methylethyl)-6-(4-morpholinyl)-1H-indazole-4-carboxylic acid (55 mg, 0.19 mmol) and 3-(aminomethyl)-4,6-dimethyl-2(1H)-pyridinone.HCl (53.8 mg, 0.29 mmol) The product was collected as an off-white solid (48 mg, 57%). 1H NMR (400 MHz, DMSO-d6) δ ppm 11.44 (br. s., 1H) 8.49 (br. s., 1H) 8.18 (s, 1H) 7.35 (d, J=1.77 Hz, 1H) 7.10 (s, 1H) 5.88 (s, 1H) 4.95 (quin, J=6.57 Hz, 1H) 4.36 (br. s., 1H) 4.34 (br. s., 1H)... The product is CC1=C(C(NC(=C1)C)=O)CNC(=O)C=1C=2C=NN(C2C=C(C1)N1CCOCC1)C(C)C (N-((4,6-dimethyl-2-oxo-1,2-dihydropyridin-3-yl)methyl)-1-isopropyl-6-morpholino-1H-indazole-4-carboxamide). The reactants are CC(C)N1N=CC=2C(=CC(=CC12)N1CCOCC1)C(=O)O (1-(1-methylethyl)-6-(4-morpholinyl)-1H-indazole-4-carboxylic acid), NCC=1C(NC(=CC1C)C)=O (3-(aminomethyl)-4,6-dimethyl-2(1H)-pyridinone), Cl (HCl), solid. As a reaction SMILES: [CH3:1][CH:2]([N:4]1[C:12]2[CH:11]=[C:10]([N:13]3[CH2:18][CH2:17][O:16][CH2:15][CH2:14]3)[CH:9]=[C:8]([C:19](O)=[O:20])[C:7]=2[CH:6]=[N:5]1)[CH3:3].[NH2:22][CH2:23][C:24]1[C:25](=[O:32])[NH:26][C:27]([CH3:31])=[CH:28][C:29]=1[CH3:30].Cl>>[CH3:30][C:29]1[CH:28]=[C:27]([CH3:31])[NH:26][C:25](=[O:32])[C:24]=1[CH2:23][NH:22][C:19]([C:8]1[C:7]2[CH:6]=[N:5][N:4]([CH:2]([CH3:1])[CH3:3])[C:12]=2[CH:11]=[C:10]([N:13]2[CH2:18][CH2:17][O:16][CH2:15][CH2:14]2)[CH:9]=1)=[O:20]. The reactants are c3ccc(Cn2cnc1ccccc12)cc3 (effective_coupling_partner), CN(C)C(=O)Oc1ccccc1 (substrate). The reagents and catalysts are dcype. Run at temperature 110 celsius, time 12 hour. The product is c4ccc(Cn3c(c1ccccc1)nc2ccccc23)cc4. The reactants are C(C)OC(=O)C=1N=C(SC1)Br (2-Bromo-thiazole-4-carboxylic acid ethyl ester), COC1=CC=C(C=C1)B(O)O (4-methoxyphenylboronic acid), COC=1C=CC=C(C1C=2C=CC=CC2P(C3CCCCC3)C4CCCCC4)OC (S-Phos), O.[O-]P(=O)([O-])[O-].[K+].[K+].[K+] (potassium phosphate tribasic monohydrate). Reagents/catalysts: C=1C=CC(=CC1)/C=C/C(=O)/C=C/C2=CC=CC=C2.C=1C=CC(=CC1)/C=C/C(=O)/C=C/C2=CC=CC=C2.C=1C=CC(=CC1)/C=C/C(=O)/C=C/C2=CC=CC=C2.[Pd].[Pd] (Pd2(DBA)3). Run at temperature 100 celsius, time 15 hour. Yields the product C(C)OC(=O)C=1N=C(SC1)C1=CC=C(C=C1)OC (2-(4-Methoxy-phenyl)-thiazole-4-carboxylic acid ethyl ester). As a reaction SMILES: [CH2:1]([O:3][C:4]([C:6]1[N:7]=[C:8](Br)[S:9][CH:10]=1)=[O:5])[CH3:2].[CH3:12][O:13][C:14]1[CH:19]=[CH:18][C:17](B(O)O)=[CH:16][CH:15]=1.COC1C=CC=C(OC)C=1C1C=CC=CC=1P(C1CCCCC1)C1CCCCC1.O.[O-]P([O-])([O-])=O.[K+].[K+].[K+]>C1C=CC(/C=C/C(/C=C/C2C=CC=CC=2)=O)=CC=1.C1C=CC(/C=C/C(/C=C/C2C=CC=CC=2)=O)=CC=1.C1C=CC(/C=C/C(/C=C/C2C=CC=CC=2)=O)=CC=1.[Pd].[Pd]>[CH2:1]([O:3][C:4]([C:6]1[N:7]=[C:8]([C:17]2[CH:18]=[CH:19][C:14]([O:13][CH3:12])=[CH:15][CH:16]=2)[S:9][CH:10]=1)=[O:5])[CH3:2] |f:3.4.5.6.7,8.9.10.11.12|. Reported procedure: 2-Bromo-thiazole-4-carboxylic acid ethyl ester (1.00 mmol, 236 mg), 4-methoxyphenylboronic acid (1.50 mmol, 228 mg), Pd2(DBA)3 (0.020 mmol, 18 mg), S-Phos (0.060 mmol, 25 mg) and potassium phosphate tribasic monohydrate (1.5 mmol, 0.35 g) were loaded into a Schlenk tube containing a stir bar. The Schlenk tube was capped with a rubber septum, evacuated and refilled with nitrogen. Toluene (2 mL) was added through the septum via a syringe and the Schlenk tube was sealed with a Teflon screw cap unde...